Dataset: the Open Reaction Database (ORD), a public repository of structured organic reaction records. Task: describe an organic reaction: reactants, conditions, products, and yield Reactants: CC(C)=C (isobutylene), C=1(C(=CC(=CC1)N)N)C (2,4-toluenediamine), Cl (hydrochloric acid), CC(C)=C (Isobutylene). Reaction conditions: temperature 180 celsius. Yields the product C(C)(C)(C)C1=C(C=C(C(=C1)C)N)N (5-t-butyl-2,4-toluenediamine). RXN SMILES: [C:1]1([CH3:9])[C:2]([NH2:8])=[CH:3][C:4]([NH2:7])=[CH:5][CH:6]=1.Cl.[CH3:11][C:12](=[CH2:14])[CH3:13]>>[C:12]([C:5]1[CH:6]=[C:1]([CH3:9])[C:2]([NH2:8])=[CH:3][C:4]=1[NH2:7])([CH3:13])([CH3:11])[CH3:14]. Procedure details: A 300 cc Hastalloy C pressure vessel equipped with a mechanical stirrer was used for producing t-butyltoluenediamine. Approximately 100 grams of 0.819 moles of 2,4-toluenediamine were charged to the vessel along with 5 grams of 36% aqueous hydrochloric acid. The vessel was sealed and purged with nitrogen, leaving a 33 psig nitrogen blanket. The vessel contents then were heated to 180° C. with continuous stirring. Isobutylene then was introduced into the reactor and 53.4 grams or 0.96 moles was a... Starting materials: C(C)(C)OC=1C=CC(=C(C(=O)O)C1)N (5-isopropoxy-2-aminobenzoic acid), C([O-])([O-])=O.[K+].[K+] (potassium carbonate), COC1=C(C=C(C=C1)OC)CC(=O)Cl (2,5-dimethoxyphenylacetic acid chloride), Cl (hydrochloric acid). Solvent: O (water), CC(=O)C (acetone). Reaction conditions: time 1 hour. The product is COC(C(=O)NC1=C(C(=O)O)C=C(C=C1)OC(C)C)C1=CC=CC(=C1)OC (2-(2,5-dimethoxyphenylacetylamino)-5-isopropoxybenzoic acid). Isolated yield 75.0%. Reaction SMILES: [CH:1]([O:4][C:5]1[CH:6]=[CH:7][C:8]([NH2:14])=[C:9]([CH:13]=1)[C:10]([OH:12])=[O:11])([CH3:3])[CH3:2].[C:15](=O)([O-])[O-:16].[K+].[K+].CO[C:23]1[CH:28]=[CH:27][C:26]([O:29][CH3:30])=[CH:25][C:24]=1[CH2:31][C:32](Cl)=[O:33].Cl>O.CC(C)=O>[CH3:15][O:16][CH:31]([C:24]1[CH:25]=[C:26]([O:29][CH3:30])[CH:27]=[CH:28][CH:23]=1)[C:32]([NH:14][C:8]1[CH:7]=[CH:6][C:5]([O:4][CH:1]([CH3:3])[CH3:2])=[CH:13][C:9]=1[C:10]([OH:12])=[O:11])=[O:33] |f:1.2.3|. Procedure: To a suspension of 9.8 g (50 mmol) of 5-isopropoxy-2-aminobenzoic acid and 11.0 g (80 mmol) of potassium carbonate in a mixed solvent of acetone (40 ml) and water (40 ml), 10.5 g (50 mmol) of 2,5-dimethoxyphenylacetic acid chloride were added dropwise at 10° C. After the resulting reaction mixture was stirred under ice cooling for 1 hour, stirring was continued for further 2 hours at room temperature. The thus obtained solution was made acidic with conc. hydrochloric acid and extracted with dich... Reactants: OCCN1C2=C(C=3CCCCC13)C(=NC(=N2)N2CCCC2)N2CCCC2 (9-(2-Hydroxyethyl)-2,4-di- 1-pyrrolidinyl-5,6,7,8-tetrahydro-9H-pyrimido[4,5-b]indole). The reagents and catalysts are [Pd] (palladium on carbon). Solvent: C1CCCC2CCCCC12 (decalin), C(Cl)Cl (methylene chloride). Product: OCCN1C2=C(C3=CC=CC=C13)C(=NC(=N2)N2CCCC2)N2CCCC2 (9-(2-Hydroxyethyl)-2,4-di-1-pyrrolidinyl-9H-pyrimido[4,5-b]indole). RXN SMILES: [OH:1][CH2:2][CH2:3][N:4]1[C:12]2[CH2:11][CH2:10][CH2:9][CH2:8][C:7]=2[C:6]2[C:13]([N:22]3[CH2:26][CH2:25][CH2:24][CH2:23]3)=[N:14][C:15]([N:17]3[CH2:21][CH2:20][CH2:19][CH2:18]3)=[N:16][C:5]1=2>[Pd].C1C2C(CCCC2)CCC1.C(Cl)Cl>[OH:1][CH2:2][CH2:3][N:4]1[C:12]2[C:7](=[CH:8][CH:9]=[CH:10][CH:11]=2)[C:6]2[C:13]([N:22]3[CH2:26][CH2:25][CH2:24][CH2:23]3)=[N:14][C:15]([N:17]3[CH2:21][CH2:20][CH2:19][CH2:18]3)=[N:16][C:5]1=2. Procedure details: A mixture of 9-(2-hydroxyethyl)-2,4-di-1-pyrrolidinyl-5,6,7,8-tetrahydro-9H-pyrimido[4,5-b]indole (VII, EXAMPLE2, 5.14 g) and palladium on carbon (10%, 1.4 g) in decalin (250 mL) is heated at reflux for 3 hr. The mixture is cooled to 20°-25°, diluted with methylene chloride (250 mL) and filtered through diatomaceous earth. Removal of the solvent from the filtrate, followed by chromatography (silica gel, 1% methanol/chloroform) of the resulting residue gives the title compound, mp=110°-111; MS (m...